The task is: describe an organic reaction: reactants, conditions, products, and yield. This data is from the Open Reaction Database (ORD), a public repository of structured organic reaction records. Reactants: NC=1C=C(C(=NC1)C#N)NC1=NC(=CC(=C1)C)C (5-amino-3-[(4,6-dimethylpyridin-2-yl)amino]pyridine-2-carbonitrile), ClC(CNC(OCC1C2=CC=CC=C2C=2C=CC=CC12)=O)=O (9H-fluoren-9-ylmethyl (2-chloro-2-oxoethyl)carbamate), C(C)(C)N(CC)C(C)C (diisopropylethylamine), CCCP1(=O)OP(=O)(OP(=O)(O1)CCC)CCC (1-propanephosphonic acid cyclic anhydride). Run in CN(C)C=O (DMF), C(C)(=O)OCC (ethyl acetate). Conditions: time 2 hour. The product is C(#N)C1=C(C=C(C=N1)NC(CNC(OCC1C2=CC=CC=C2C=2C=CC=CC12)=O)=O)NC1=NC(=CC(=C1)C)C (9H-fluoren-9-ylmethyl [2-({6-cyano-5-[(4,6-dimethylpyridin-2-yl)amino]pyridin-3-yl}amino)-2-oxoethyl]carbamate). As a reaction SMILES: [NH2:1][C:2]1[CH:3]=[C:4]([NH:10][C:11]2[CH:16]=[C:15]([CH3:17])[CH:14]=[C:13]([CH3:18])[N:12]=2)[C:5]([C:8]#[N:9])=[N:6][CH:7]=1.Cl[C:20](=[O:40])[CH2:21][NH:22][C:23](=[O:39])[O:24][CH2:25][CH:26]1[C:38]2[CH:37]=[CH:36][CH:35]=[CH:34][C:33]=2[C:32]2[C:27]1=[CH:28][CH:29]=[CH:30][CH:31]=2.C(N(C(C)C)CC)(C)C.CCCP1(OP(CCC)(=O)OP(CCC)(=O)O1)=O>CN(C=O)C.C(OCC)(=O)C>[C:8]([C:5]1[N:6]=[CH:7][C:2]([NH:1][C:20](=[O:40])[CH2:21][NH:22][C:23](=[O:39])[O:24][CH2:25][CH:26]2[C:27]3[CH:28]=[CH:29][CH:30]=[CH:31][C:32]=3[C:33]3[C:38]2=[CH:37][CH:36]=[CH:35][CH:34]=3)=[CH:3][C:4]=1[NH:10][C:11]1[CH:16]=[C:15]([CH3:17])[CH:14]=[C:13]([CH3:18])[N:12]=1)#[N:9]. Procedure: To a solution of 5-amino-3-[(4,6-dimethylpyridin-2-yl)amino]pyridine-2-carbonitrile (PrepEx 1.8) (100 mg, 0.418 mmol), 9H-fluoren-9-ylmethyl (2-chloro-2-oxoethyl)carbamate (264 mg, 0.835 mmol), and diisopropylethylamine (0.15 mL, 0.84 mmol) in DMF (3.2 mL) at 0° C. was added 1-propanephosphonic acid cyclic anhydride (50% solution in ethyl acetate, 0.29 mL, 0.50 mmol). The reaction mixture was stirred for 2 hours while warming to room temperature. The reaction mixture was diluted with ethyl aceta... Reactants: COCCOCc1c(C(=O)N(CC(C)C)C2CC(C(=O)O)CN(C(=O)OC(C)(C)C)C2)nnn1-c1ccccc1C, CCOC(=O)Cl, O=C([O-])O, C1CCOC1, CO, [Na+]. Product: COCCOCc1c(C(=O)N(CC(C)C)C2CC(CO)CN(C(=O)OC(C)(C)C)C2)nnn1-c1ccccc1C. Reaction SMILES: [C:1]([CH3:2])([CH3:3])([CH3:4])[O:5][C:6](=[O:7])[N:8]1[CH2:9][CH:10]([C:39](=[O:40])[OH:41])[CH2:11][CH:12]([N:14]([CH2:15][CH:16]([CH3:17])[CH3:18])[C:19](=[O:20])[c:21]2[n:22][n:23][n:24](-[c:32]3[c:33]([CH3:38])[cH:34][cH:35][cH:36][cH:37]3)[c:25]2[CH2:26][O:27][CH2:28][CH2:29][O:30][CH3:31])[CH2:13]1.[C:42]([Cl:43])(=[O:44])[O:45][CH2:46][CH3:47].[C:55](=[O:56])([O-:57])[OH:58].[CH2:50]1[O:51][CH2:52][CH2:53][CH2:54]1.[CH3:48][OH:49].[Na+:59]>>[C:1]([CH3:2])([CH3:3])([CH3:4])[O:5][C:6](=[O:7])[N:8]1[CH2:9][CH:10]([CH2:39][OH:40])[CH2:11][CH:12]([N:14]([CH2:15][CH:16]([CH3:17])[CH3:18])[C:19](=[O:20])[c:21]2[n:22][n:23][n:24](-[c:32]3[c:33]([CH3:38])[cH:34][cH:35][cH:36][cH:37]3)[c:25]2[CH2:26][O:27][CH2:28][CH2:29][O:30][CH3:31])[CH2:13]1.